From a dataset of the Open Reaction Database (ORD), a public repository of structured organic reaction records. describe an organic reaction: reactants, conditions, products, and yield Starting materials: CN(C)C=O, COc1cccc(F)c1, [Li]CCCC, C1CCOC1, O. Product: COc1cccc(F)c1C=O. Reaction SMILES: [CH3:15][N:16]([CH:17]=[O:18])[CH3:19].[F:6][c:7]1[cH:8][c:9]([O:13][CH3:14])[cH:10][cH:11][cH:12]1.[Li:1][CH2:2][CH2:3][CH2:4][CH3:5].[O:21]1[CH2:22][CH2:23][CH2:24][CH2:25]1.[OH2:20]>>[F:6][c:7]1[c:8]([CH:17]=[O:18])[c:9]([O:13][CH3:14])[cH:10][cH:11][cH:12]1. The reactants are CNCCNC (N,N′-dimethylethylenediamine), BrC1=CC=C(C=N1)C(=O)N1CCN(CC1)C1=NC=C(C=C1C)C ((6-bromopyridin-3-yl)[4-(3,5-dimethylpyridin-2-yl)piperazin-1-yl]methanone), C(C1=CC=CC=C1)(=O)N1C(NCC1C)=O (1-benzoyl-5-methylimidazolidin-2-one), C([O-])([O-])=O.[Cs+].[Cs+] (cesium carbonate). Reagents/catalysts: [Cu]I (copper(I) iodide). The solvent is O1CCOCC1 (1,4-dioxane), O (water). The product is CC=1C(=NC=C(C1)C)N1CCN(CC1)C(=O)C=1C=CC(=NC1)N1C(NC(C1)C)=O (1-{5-[4-(3,5-dimethylpyridin-2-yl)piperazine-1-carbonyl]pyridin-2-yl}-4-methylimidazolidin-2-one). Yield: 43.1%. Reaction SMILES: Br[C:2]1[N:7]=[CH:6][C:5]([C:8]([N:10]2[CH2:15][CH2:14][N:13]([C:16]3[C:21]([CH3:22])=[CH:20][C:19]([CH3:23])=[CH:18][N:17]=3)[CH2:12][CH2:11]2)=[O:9])=[CH:4][CH:3]=1.C([N:32]1[CH:36]([CH3:37])[CH2:35][NH:34][C:33]1=[O:38])(=O)C1C=CC=CC=1.C(=O)([O-])[O-].[Cs+].[Cs+].CNCCNC>[Cu]I.O.O1CCOCC1>[CH3:22][C:21]1[C:16]([N:13]2[CH2:14][CH2:15][N:10]([C:8]([C:5]3[CH:4]=[CH:3][C:2]([N:34]4[CH2:35][CH:36]([CH3:37])[NH:32][C:33]4=[O:38])=[N:7][CH:6]=3)=[O:9])[CH2:11][CH2:12]2)=[N:17][CH:18]=[C:19]([CH3:23])[CH:20]=1 |f:2.3.4|. Procedure details: To a mixture of (6-bromopyridin-3-yl)[4-(3,5-dimethylpyridin-2-yl)piperazin-1-yl]methanone (150 mg) described in Preparation Example 127, 1-benzoyl-5-methylimidazolidin-2-one (105 mg) described in Preparation Example 56, cesium carbonate (260 mg) and copper(I) iodide (38 mg) were added 1,4-dioxane (8 mL) and N,N′-dimethylethylenediamine (43 μL), and the mixture was stirred with heating under reflux for 18 hr. The reaction mixture was cooled, water was added, and the mixture was extracted with et... Starting materials: [BH3-]C#N, CC(C)(C)OC(=O)N1CCNCC1, CC(=O)O, CO, [Na+], O=C1CCN(Cc2ccccc2)CC1. The product is CC(C)(C)OC(=O)N1CCN(C2CCN(Cc3ccccc3)CC2)CC1. RXN SMILES: [C:32]([BH3-:33])#[N:34].[CH3:1][C:2]([CH3:3])([O:4][C:5](=[O:6])[N:7]1[CH2:8][CH2:9][NH:10][CH2:11][CH2:12]1)[CH3:13].[CH3:28][C:29](=[O:30])[OH:31].[CH3:36][OH:37].[Na+:35].[c:14]1([CH2:20][N:21]2[CH2:22][CH2:23][C:24](=[O:27])[CH2:25][CH2:26]2)[cH:15][cH:16][cH:17][cH:18][cH:19]1>>[CH3:1][C:2]([CH3:3])([O:4][C:5](=[O:6])[N:7]1[CH2:8][CH2:9][N:10]([CH:24]2[CH2:23][CH2:22][N:21]([CH2:20][c:14]3[cH:15][cH:16][cH:17][cH:18][cH:19]3)[CH2:26][CH2:25]2)[CH2:11][CH2:12]1)[CH3:13]. Starting materials: Cl.NCC1C(C2C(C(C1)C2)(C)C)C ((-)-3-Aminomethylpinane HCl), [OH-].[Na+] (NaOH). The solvent is C(C)(=O)OCC (ethyl acetate). Yields the product NCC1C(C2C(C(C1)C2)(C)C)C ((-)-3-aminomethylpinane). Reaction SMILES: Cl.[NH2:2][CH2:3][CH:4]1[CH2:9][CH:8]2[CH2:10][CH:6]([C:7]2([CH3:12])[CH3:11])[CH:5]1[CH3:13].[OH-].[Na+]>C(OCC)(=O)C>[NH2:2][CH2:3][CH:4]1[CH2:9][CH:8]2[CH2:10][CH:6]([C:7]2([CH3:12])[CH3:11])[CH:5]1[CH3:13] |f:0.1,2.3|. Reported procedure: (-)-3-Aminomethylpinane HCl, 9.5 g (46.6 mmole), ethyl acetate (186 ml) and 1 N NaOH (93 ml) were stirred vigorously for 10 minutes. The organic layer was separated, washed 1×93 ml H2O, dried (MgSO4) and stripped to yield (-)-3-aminomethylpinane free base as an oil, 7.75 g (99%) [alpha]D25 =-54.85° (c=1 in methanol), which was then dissolved in 20 ml methanol. The reactants are CC(OCc1ccccc1)C(NC(=O)OCc1ccccc1)C(=O)O, ClCCl, O=C(OCc1ccccc1)C(CCO)NC(=O)C(F)(F)F. Yields the product CC(OCc1ccccc1)C(NC(=O)OCc1ccccc1)C(=O)OCCC(NC(=O)C(F)(F)F)C(=O)OCc1ccccc1. As a reaction SMILES: [CH2:1]([c:2]1[cH:3][cH:4][cH:5][cH:6][cH:7]1)[O:8][CH:9]([CH:10]([NH:11][C:12](=[O:13])[O:14][CH2:15][c:16]1[cH:17][cH:18][cH:19][cH:20][cH:21]1)[C:22](=[O:23])[OH:24])[CH3:25].[CH2:47]([Cl:48])[Cl:49].[F:26][C:27]([C:28](=[O:29])[NH:30][CH:31]([CH2:32][CH2:33][OH:34])[C:35](=[O:36])[O:37][CH2:38][c:39]1[cH:40][cH:41][cH:42][cH:43][cH:44]1)([F:45])[F:46]>>[CH2:1]([c:2]1[cH:3][cH:4][cH:5][cH:6][cH:7]1)[O:8][CH:9]([CH:10]([NH:11][C:12](=[O:13])[O:14][CH2:15][c:16]1[cH:17][cH:18][cH:19][cH:20][cH:21]1)[C:22](=[O:23])[O:24][CH2:33][CH2:32][CH:31]([NH:30][C:28]([C:27]([F:26])([F:45])[F:46])=[O:29])[C:35](=[O:36])[O:37][CH2:38][c:39]1[cH:40][cH:41][cH:42][cH:43][cH:44]1)[CH3:25].